Dataset: the Open Reaction Database (ORD), a public repository of structured organic reaction records. Task: describe an organic reaction: reactants, conditions, products, and yield The reactants are O (water), C([O-])([O-])=O.[K+].[K+] (Potassium carbonate), CI (methyl iodide), ClC1=NC(=C2NC(=NC2=N1)C)Cl (2,6-dichloro-8-methyl-7H-purine). Solvent: C1CCOC1 (THF). Reaction conditions: time 5 hour. Product: ClC1=NC(=C2N=C(N(C2=N1)C)C)Cl (2,6-dichloro-8,9-dimethyl-9H-purine). Reaction SMILES: C(=O)([O-])[O-].[K+].[K+].[CH3:7]I.[Cl:9][C:10]1[N:18]=[C:17]2[C:13]([NH:14][C:15]([CH3:19])=[N:16]2)=[C:12]([Cl:20])[N:11]=1.O>C1COCC1>[Cl:9][C:10]1[N:18]=[C:17]2[C:13]([N:14]=[C:15]([CH3:19])[N:16]2[CH3:7])=[C:12]([Cl:20])[N:11]=1 |f:0.1.2|. Procedure: Potassium carbonate (442 mg) and methyl iodide (0.17 mL) were added to a solution of 2,6-dichloro-8-methyl-7H-purine (500 mg) in THF (5 mL) under ice-cooling, and the mixture was stirred at room temperature for 5 hours. After the reaction mixture was ice-cooled, water was added thereto, extraction thereof was performed using EtOAc, and the extract was washed with water and saturated brine. The organic layer was dried over MgSO4 and filtered, and the filtrate was concentrated under reduced pressu... The reactants are C(C=1C(N)=CC=CC1)(=O)O (anthranilic acid), C(C=1C(C(=O)O)=CC=CC1)(=O)O (phthalic acid), [BH4-].[Na+] (sodium borohydride). The solvent is CC(=O)C (acetone). Product: C(C)(C)NC=1C(C(=O)O)=CC=CC1 (N-isopropylanthranilic acid). RXN SMILES: [C:1]([OH:10])(=[O:9])[C:2]1[C:3](=[CH:5][CH:6]=[CH:7][CH:8]=1)[NH2:4].[C:11](O)(=O)[C:12]1C(=CC=C[CH:20]=1)C(O)=O.[BH4-].[Na+]>CC(C)=O>[CH:12]([NH:4][C:3]1[C:2](=[CH:8][CH:7]=[CH:6][CH:5]=1)[C:1]([OH:10])=[O:9])([CH3:20])[CH3:11] |f:2.3|. Procedure: To stirred mixture of 2.7 g. of anthranilic acid and 5.4 g. of phthalic acid in 23 ml. of acetone is added 0.7 g. of powdered sodium borohydride over a period of 30 minutes at 20° C.-30° C. The resulting slurry is then stirred at 35°-40° C. for 4 hours, diluted with 25 ml. of chloroform and filtered. The filtrate is concentrated in vacuo and the residue dissolved in 20 ml. of chloroform and treated with 30 ml. of hexane, filtered and the filtrate concentrated in vacuo to obtain a crude solid pro... Starting materials: FC1=NC(=C2N=CN(C2=N1)C(C)C)NCC=1C=NC=CC1 ((2-fluoro-9-isopropyl-9H-purin-6-yl)-pyridin-3-ylmethyl-amine), CCN(C(C)C)C(C)C (DIEA), N[C@@H](C(C(C)C)O)CC ((3RS,4R)-4-amino-2-methyl-hexan-3-ol). Run in CCCCO.CS(=O)C (n-BuOH DMSO). Reaction conditions: time 72 hour. Product: C(C)(C)N1C2=NC(=NC(=C2N=C1)NCC=1C=NC=CC1)N[C@@H](C(C(C)C)O)CC ((3RS, 4R)-4-{9-Isopropyl-6-[(pyridin-3-ylmethyl)-amino]-9H-purin-2-ylamino}-2-methyl-hexan-3-ol). RXN SMILES: F[C:2]1[N:10]=[C:9]2[C:5]([N:6]=[CH:7][N:8]2[CH:11]([CH3:13])[CH3:12])=[C:4]([NH:14][CH2:15][C:16]2[CH:17]=[N:18][CH:19]=[CH:20][CH:21]=2)[N:3]=1.CCN(C(C)C)C(C)C.[NH2:31][C@H:32]([CH2:38][CH3:39])[CH:33]([OH:37])[CH:34]([CH3:36])[CH3:35]>CCCCO.CS(C)=O>[CH:11]([N:8]1[CH:7]=[N:6][C:5]2[C:9]1=[N:10][C:2]([NH:31][C@H:32]([CH2:38][CH3:39])[CH:33]([OH:37])[CH:34]([CH3:36])[CH3:35])=[N:3][C:4]=2[NH:14][CH2:15][C:16]1[CH:17]=[N:18][CH:19]=[CH:20][CH:21]=1)([CH3:13])[CH3:12] |f:3.4|. Reported procedure: To a stirred solution of (2-fluoro-9-isopropyl-9H-purin-6-yl)-pyridin-3-ylmethyl-amine (30 mg, 1 eq, 0.10 mmol) in n-BuOH/DMSO (2.5 mL, 4:1) at room temperature under an argon atmosphere was added DIEA (0.10 mL, 5.5 eq, 0.57 mmol) followed by (3RS,4R)-4-amino-2-methyl-hexan-3-ol (42 mg, 3.0 eq, 0.32 mmol). The reaction mixture was placed in a preheated oil bath at 140° C. and stirred at this temperature for 72 h. The reaction mixture was allowed to cool to room temperature and the solvent was ev...